The task is: describe an organic reaction: reactants, conditions, products, and yield. This data is from the Open Reaction Database (ORD), a public repository of structured organic reaction records. The reactants are COc1cc(C=O)cc(Br)c1O, [Na+], [Na+], O=S(=O)([O-])[O-], [NH3+]O, [NH3+]O, O=S(=O)([O-])[O-]. Product: COc1cc(C#N)cc(Br)c1O. Reaction SMILES: [Br:8][c:9]1[cH:10][c:11]([CH:12]=[O:13])[cH:14][c:15]([O:18][CH3:19])[c:16]1[OH:17].[Na+:1].[Na+:2].[O-:3][S:4](=[O:5])(=[O:6])[O-:7].[OH:25][NH3+:26].[OH:27][NH3+:28].[S:20]([O-:21])([O-:22])(=[O:23])=[O:24]>>[Br:8][c:9]1[cH:10][c:11]([C:12]#[N:26])[cH:14][c:15]([O:18][CH3:19])[c:16]1[OH:17]. Procedure: 1.98 g (0.01 mol) of the product of step (a) was mixed with 2.2 g (0.011 mol) of 5-trifluoromethyl-4- chloro-3-hydroxy-1-methylpyrazole and 1.65 g of potassium carbonate in 15 ml of DMSO and heated for 24 hours at 90° C. The mixture was poured into 400 ml of H2O and extracted with ether. The organic layer was separated, washed with H2O, brine, dried over MgSO4 and solvent removed to give 3.7 g of solid, m.p. 72°-76° C. Reaction conditions: temperature 90 celsius. Yields the product FC(C1=C(C(=NN1C)OC1=CC(=C(C=C1)[N+](=O)[O-])NN(C)C)Cl)(F)F (5-Trifluoromethyl-4-chloro-3-(3'-dimethylhydrazino-4'-nitrophenoxy)-1-methylpyrazole). Yield: 97.4%. Reactants: O (H2O), FC1=CC(=C(C=C1)[N+](=O)[O-])NN(C)C (4-fluoro-2-(2,2-dimethylhydrazino) nitrobenzene), FC(C1=C(C(=NN1C)O)Cl)(F)F (5-trifluoromethyl-4- chloro-3-hydroxy-1-methylpyrazole), C([O-])([O-])=O.[K+].[K+] (potassium carbonate). As a reaction SMILES: F[C:2]1[CH:7]=[CH:6][C:5]([N+:8]([O-:10])=[O:9])=[C:4]([NH:11][N:12]([CH3:14])[CH3:13])[CH:3]=1.[F:15][C:16]([F:26])([F:25])[C:17]1[N:21]([CH3:22])[N:20]=[C:19]([OH:23])[C:18]=1[Cl:24].C(=O)([O-])[O-].[K+].[K+].O>CS(C)=O>[F:26][C:16]([F:15])([F:25])[C:17]1[N:21]([CH3:22])[N:20]=[C:19]([O:23][C:2]2[CH:7]=[CH:6][C:5]([N+:8]([O-:10])=[O:9])=[C:4]([NH:11][N:12]([CH3:14])[CH3:13])[CH:3]=2)[C:18]=1[Cl:24] |f:2.3.4|. The solvent is CS(=O)C (DMSO). The reactants are CN(C1=CC=C(C=C1)C)C (N,N-dimethyl-p-toluidine), P(=O)(Cl)(Cl)Cl (phosphorus oxychloride), FC=1C=CC2=C(C3=NC=NN3CC(N2)=O)C1 (9-fluoro-6H-1,3,3a,6-tetraaza-benzo[e]azulen-5-one), CN(C1=CC=C(C=C1)C)C (N,N-dimethyl-p-toluidine), P(=O)(Cl)(Cl)Cl (phosphorus oxychloride), C(O)([O-])=O.[Na+] (sodium hydrogencarbonate). The solvent is C(Cl)(Cl)Cl (chloroform). Conditions: temperature 65 celsius, time 20 hour. Yields the product ClC1=NC2=C(C3=NC=NN3C1)C=C(C=C2)F (5-chloro-9-fluoro-4H-1,3,3a,6-tetraaza-benzo[e]azulene). Isolated yield 81.3%. As a reaction SMILES: [F:1][C:2]1[CH:3]=[CH:4][C:5]2[NH:14][C:13](=O)[CH2:12][N:11]3[C:7](=[N:8][CH:9]=[N:10]3)[C:6]=2[CH:16]=1.CN(C)C1C=CC(C)=CC=1.P(Cl)(Cl)([Cl:29])=O.C(=O)([O-])O.[Na+]>C(Cl)(Cl)Cl>[Cl:29][C:13]1[CH2:12][N:11]2[C:7](=[N:8][CH:9]=[N:10]2)[C:6]2[CH:16]=[C:2]([F:1])[CH:3]=[CH:4][C:5]=2[N:14]=1 |f:3.4|. Reported procedure: To a suspension of 9-fluoro-6H-1,3,3a,6-tetraaza-benzo[e]azulen-5-one (4.40 g, 20 mmol) in chloroform (250 mL) were added N,N-dimethyl-p-toluidine (12 mL) and phosphorus oxychloride (5.7 mL, 60 mmol), and the resulting mixture was stirred for 20 h at 65° C. Further N,N-dimethyl-p-toluidine (1.2 mL) and phosphorus oxychloride (0.6 mL, 6.3 mmol) were added, and stirring was continued for 1 h at 65° C. After cooling to ambient temperature the reaction mixture was poured onto aqueous sodium hydrogen... Product: OC1(c2cccc3ccccc23)CCNCC1. Reactants: OC1(c2cccc3ccccc23)CCN(Cc2ccccc2)CC1, CO. Reaction SMILES: [CH2:1]([c:2]1[cH:3][cH:4][cH:5][cH:6][cH:7]1)[N:8]1[CH2:9][CH2:10][C:11]([c:14]2[cH:15][cH:16][cH:17][c:18]3[cH:19][cH:20][cH:21][cH:22][c:23]23)([OH:24])[CH2:12][CH2:13]1.[CH3:25][OH:26]>>[NH:8]1[CH2:9][CH2:10][C:11]([c:14]2[cH:15][cH:16][cH:17][c:18]3[cH:19][cH:20][cH:21][cH:22][c:23]23)([OH:24])[CH2:12][CH2:13]1. RXN SMILES: [CH3:14][C:15]([OH:16])=[O:17].[CH3:19][C:20]([O:21][C:22](=[O:23])[CH3:24])=[O:25].[CH:26]([Cl:27])([Cl:28])[Cl:29].[NH2:1][c:2]1[c:3]([OH:13])[c:4]([C:10]([CH3:11])=[O:12])[c:5]([O:8][CH3:9])[cH:6][cH:7]1.[OH2:18]>>[NH:1]([c:2]1[c:3]([OH:13])[c:4]([C:10]([CH3:11])=[O:12])[c:5]([O:8][CH3:9])[cH:6][cH:7]1)[C:15]([CH3:14])=[O:16]. The product is COc1ccc(NC(C)=O)c(O)c1C(C)=O. Starting materials: CC(=O)O, CC(=O)OC(C)=O, ClC(Cl)Cl, COc1ccc(N)c(O)c1C(C)=O, O. Reactants: O=C(O)c1ccnc(CCl)c1, COc1ccc(C2COCCOC2)c2sc(N)nc12, COc1ccc(C2COCCOC2)c2sc(NC(=O)c3ccc(C)s3)nc12. Yields the product COc1ccc(C2COCCOC2)c2sc(NC(=O)c3ccnc(CCl)c3)nc12. RXN SMILES: [Cl:20][CH2:21][c:22]1[cH:23][c:24]([C:25](=[O:26])[OH:27])[cH:28][cH:29][n:30]1.[O:1]1[CH2:2][CH2:3][O:4][CH2:5][CH:6]([c:8]2[cH:9][cH:10][c:11]([O:18][CH3:19])[c:12]3[n:13][c:14]([NH2:17])[s:15][c:16]23)[CH2:7]1.[O:31]1[CH2:32][CH:33]([c:34]2[c:35]3[s:36][c:37]([NH:38][C:39]([c:40]4[s:41][c:42]([CH3:43])[cH:44][cH:45]4)=[O:46])[n:47][c:48]3[c:49]([O:50][CH3:51])[cH:52][cH:53]2)[CH2:54][O:55][CH2:56][CH2:57]1>>[O:1]1[CH2:2][CH2:3][O:4][CH2:5][CH:6]([c:8]2[cH:9][cH:10][c:11]([O:18][CH3:19])[c:12]3[n:13][c:14]([NH:17][C:25]([c:24]4[cH:23][c:22]([CH2:21][Cl:20])[n:30][cH:29][cH:28]4)=[O:26])[s:15][c:16]23)[CH2:7]1. The reactants are CCP(=O)(CC)CC(=O)OC, Cn1nc(-c2cc(CBr)c(Cl)cc2F)c(Cl)c1OC(F)F, [H-], [Na+]. Product: CCP(=O)(CC)C(Cc1cc(-c2nn(C)c(OC(F)F)c2Cl)c(F)cc1Cl)C(=O)OC. As a reaction SMILES: [CH2:3]([CH3:4])[P:5](=[O:6])([CH2:7][CH3:8])[CH2:9][C:10](=[O:11])[O:12][CH3:13].[Cl:14][c:15]1[c:16]([CH2:17][Br:18])[cH:19][c:20](-[c:24]2[n:25][n:26]([CH3:34])[c:27]([O:30][CH:31]([F:32])[F:33])[c:28]2[Cl:29])[c:21]([F:23])[cH:22]1.[H-:1].[Na+:2]>>[CH2:3]([CH3:4])[P:5](=[O:6])([CH2:7][CH3:8])[CH:9]([C:10](=[O:11])[O:12][CH3:13])[CH2:17][c:16]1[c:15]([Cl:14])[cH:22][c:21]([F:23])[c:20](-[c:24]2[n:25][n:26]([CH3:34])[c:27]([O:30][CH:31]([F:32])[F:33])[c:28]2[Cl:29])[cH:19]1. The reactants are C1(CCCCC1)NC=1C2=C(N=C(N1)NC1=CC=C(C=C1)N1C(=NC=C1)C)CCN(C2)C(=O)OC(C)(C)C (tert-Butyl 4-(cyclohexylamino)-2-(4-(2-methyl-1H-imidazol-1-yl)phenylamino)-7,8-dihydropyrido[4,3-d]pyrimidine-6(5H)-carboxylate), Cl (Hydrochloric acid). The solvent is CO (methanol). Reaction conditions: temperature 75 celsius, time 1 hour. Product: C1(CCCCC1)NC=1C2=C(N=C(N1)NC1=CC=C(C=C1)N1C(=NC=C1)C)CCNC2 (N4-Cyclohexyl-N2-(4-(2-methyl-1H-imidazol-1-yl)phenyl)-5,6,7,8-tetrahydropyrido[4,3-d]pyrimidine-2,4-diamine). As a reaction SMILES: [CH:1]1([NH:7][C:8]2[C:9]3[CH2:30][N:29](C(OC(C)(C)C)=O)[CH2:28][CH2:27][C:10]=3[N:11]=[C:12]([NH:14][C:15]3[CH:20]=[CH:19][C:18]([N:21]4[CH:25]=[CH:24][N:23]=[C:22]4[CH3:26])=[CH:17][CH:16]=3)[N:13]=2)[CH2:6][CH2:5][CH2:4][CH2:3][CH2:2]1.Cl>CO>[CH:1]1([NH:7][C:8]2[C:9]3[CH2:30][NH:29][CH2:28][CH2:27][C:10]=3[N:11]=[C:12]([NH:14][C:15]3[CH:20]=[CH:19][C:18]([N:21]4[CH:25]=[CH:24][N:23]=[C:22]4[CH3:26])=[CH:17][CH:16]=3)[N:13]=2)[CH2:2][CH2:3][CH2:4][CH2:5][CH2:6]1. Procedure details: tert-Butyl 4-(cyclohexylamino)-2-(4-(2-methyl-1H-imidazol-1-yl)phenylamino)-7,8-dihydropyrido[4,3-d]pyrimidine-6(5H)-carboxylate (124 mg, 0.25 mmol) was dissolved in methanol (2 mL). Hydrochloric acid (7.48 μL, 0.25 mmol) was added and the reaction mixture was stirred at 75° C. for 1 h. The solvent was evaporated under reduced pressure and the crude N4-cyclohexyl-N2-(4-(2-methyl-1H-imidazol-1-yl)phenyl)-5,6,7,8-tetrahydropyrido[4,3-d]pyrimidine-2,4-diamine (93 mg, 94%) was used as such in the su...